This data is from the Open Reaction Database (ORD), a public repository of structured organic reaction records. The task is: describe an organic reaction: reactants, conditions, products, and yield Starting materials: C1(CC1)C1=NOC(=N1)C1CNCC(C1)C1=CC=C(C=C1)C(F)(F)F (3-(3-Cyclopropyl-1,2,4-oxadiazol-5-yl)-5-[4-(trifluoromethyl)phenyl]piperidine), C(C)(C)(C)OC(=O)NC1(CCCC1)C(=O)O (1-[(tert-butoxycarbonyl)amino]cyclopentanecarboxylic acid). Product: C(C)(C)(C)OC(NC1(CCCC1)C(=O)N1CC(CC(C1)C1=CC=C(C=C1)C(F)(F)F)C1=NC(=NO1)C1CC1)=O (tert-Butyl[1-({3-(3-cyclopropyl-1,2,4-oxadiazol-5-yl)-5-[4-(trifluoromethyl)phenyl]piperidin-1-yl}carbonyl)cyclopentyl]carbamate). RXN SMILES: [CH:1]1([C:4]2[N:8]=[C:7]([CH:9]3[CH2:14][CH:13]([C:15]4[CH:20]=[CH:19][C:18]([C:21]([F:24])([F:23])[F:22])=[CH:17][CH:16]=4)[CH2:12][NH:11][CH2:10]3)[O:6][N:5]=2)[CH2:3][CH2:2]1.[C:25]([O:29][C:30]([NH:32][C:33]1([C:38](O)=[O:39])[CH2:37][CH2:36][CH2:35][CH2:34]1)=[O:31])([CH3:28])([CH3:27])[CH3:26]>>[C:25]([O:29][C:30](=[O:31])[NH:32][C:33]1([C:38]([N:11]2[CH2:12][CH:13]([C:15]3[CH:16]=[CH:17][C:18]([C:21]([F:23])([F:22])[F:24])=[CH:19][CH:20]=3)[CH2:14][CH:9]([C:7]3[O:6][N:5]=[C:4]([CH:1]4[CH2:2][CH2:3]4)[N:8]=3)[CH2:10]2)=[O:39])[CH2:37][CH2:36][CH2:35][CH2:34]1)([CH3:28])([CH3:26])[CH3:27]. Procedure details: 100 mg (0.30 mmol) of the compound from Example 183A and 75 mg (0.33 mmol) of 1-[(tert-butoxycarbonyl)amino]cyclopentanecarboxylic acid were reacted according to the General Method 7. Yield: 127 mg (78% of theory) The reactants are O=P(Cl)(Cl)Cl (POCl3), O1C2(OCC1)CC1=C(CC2)C2=C(N=CNC2=O)S1 (3,5,6,8-tetrahydro-4H-spiro[1-benzothieno[2,3-d]pyrimidine-7,2′-[1,3]dioxolan]-4-one). Solvent: C(C)N(CC)CC (triethylamine). Run at time 3 hour. Product: ClC=1C2=C(N=CN1)SC1=C2CCC2(OCCO2)C1 (4-chloro-5,8-dihydro-6H-spiro[1-benzothieno[2,3-d]pyrimidine-7,2′-[1,3]dioxolane]). Yield: 97.0%. RXN SMILES: O=P(Cl)(Cl)[Cl:3].[O:6]1[CH2:10][CH2:9][O:8][C:7]21[CH2:15][CH2:14][C:13]1[C:16]3[C:21](=O)[NH:20][CH:19]=[N:18][C:17]=3[S:23][C:12]=1[CH2:11]2>C(N(CC)CC)C>[Cl:3][C:21]1[C:16]2[C:13]3[CH2:14][CH2:15][C:7]4([CH2:11][C:12]=3[S:23][C:17]=2[N:18]=[CH:19][N:20]=1)[O:8][CH2:9][CH2:10][O:6]4. Procedure: To a stirring 0° C. POCl3 (200 mL) solution of 3,5,6,8-tetrahydro-4H-spiro[1-benzothieno[2,3-d]pyrimidine-7,2′-[1,3]dioxolan]-4-one (20.0 g, 0.076 mol) was added triethylamine (200 mL) from a dropping funnel over a 15 min. period. The contents were allowed to warm to rt, and then heated to 80° C. After 3 h, the contents were removed from heating, and allowed to cool to rt. The heterogeneous mixture was concentrated under reduced pressure, the residue diluted with ethyl acetate (100 mL), and agai...